From a dataset of the Open Reaction Database (ORD), a public repository of structured organic reaction records. describe an organic reaction: reactants, conditions, products, and yield RXN SMILES: [CH:1](=O)[C:2]1[CH:7]=[CH:6][CH:5]=[CH:4][CH:3]=1.[CH3:9][C:10]1[CH:15]=[CH:14][N:13]=[N:12][CH:11]=1>[Cl-].[Zn+2].[Cl-]>[C:2]1([CH:1]=[CH:9][C:10]2[CH:15]=[CH:14][N:13]=[N:12][CH:11]=2)[CH:7]=[CH:6][CH:5]=[CH:4][CH:3]=1 |f:2.3.4|. Reactants: C(C1=CC=CC=C1)=O (benzaldehyde), CC1=CN=NC=C1 (4-methylpyridazine). Run at temperature 150 celsius. Yields the product C1(=CC=CC=C1)C=CC1=CN=NC=C1 (4-(2-Phenylethenyl)pyridazine). The yield is 66.8%. Procedure: Zinc chloride (820 mg, 6 mmol) was added to a stirred mixture of benzaldehyde (6.11 ml, 60 mmol) and 4-methylpyridazine (2.83 g, 30 mmol) and the resulting mixture heated for 20 hours at 150° C. The cool reaction mixture was partitioned between dichloromethane (40 ml) and 2M aqueous sodium hydroxide solution (20 ml), then the organic phase separated, combined with a dichloromethane extract (80 ml) of the aqueous phase, dried (Na2SO4) and evaporated under reduced pressure. The residual pale brown... Reagents/catalysts: [Cl-].[Zn+2].[Cl-] (Zinc chloride). Reactants: O=C(n1ccnc1)n1ccnc1, C1CCOC1, CN(C)CCCN, O=C(O)c1ccccc1-c1ccc(CSCCOc2ccccc2)cc1. Product: CN(C)CCCNC(=O)c1ccccc1-c1ccc(CSCCOc2ccccc2)cc1. Reaction SMILES: [C:27]([n:28]1[cH:29][cH:30][n:31][cH:32]1)([n:33]1[cH:34][cH:35][n:36][cH:37]1)=[O:38].[CH2:46]1[O:47][CH2:48][CH2:49][CH2:50]1.[CH3:39][N:40]([CH2:41][CH2:42][CH2:43][NH2:44])[CH3:45].[O:1]([c:2]1[cH:3][cH:4][cH:5][cH:6][cH:7]1)[CH2:8][CH2:9][S:10][CH2:11][c:12]1[cH:13][cH:14][c:15](-[c:18]2[c:19]([C:24](=[O:25])[OH:26])[cH:20][cH:21][cH:22][cH:23]2)[cH:16][cH:17]1>>[O:1]([c:2]1[cH:3][cH:4][cH:5][cH:6][cH:7]1)[CH2:8][CH2:9][S:10][CH2:11][c:12]1[cH:13][cH:14][c:15](-[c:18]2[c:19]([C:24](=[O:26])[NH:44][CH2:43][CH2:42][CH2:41][N:40]([CH3:39])[CH3:45])[cH:20][cH:21][cH:22][cH:23]2)[cH:16][cH:17]1. Starting materials: C(C1=CC=CC=C1)OC(N[C@@H](CC=1N=CN(C1)C(C1=CC=CC=C1)(C1=CC=CC=C1)C1=CC=CC=C1)C(N(CC(NCC(C)(C1=CC=CC=C1)C)=O)CCNC(=O)OC(C)(C)C)=O)=O ((S)[1-{(2-tert-Butoxycarbonylamino-ethyl)-[(2-methyl-2-phenyl-propylcarbamoyl)-methyl]-carbamoyl}-2-(1-trityl-1H-imidazol-4-yl)-ethyl]-carbamic acid benzyl ester), FC(C(=O)O)(F)F (trifluoroacetic acid). Solvent: ether hexanes. Product: C(C1=CC=CC=C1)OC(NC(CC=1NC=NC1)C(N(CC(NCC(C)(C1=CC=CC=C1)C)=O)CCN)=O)=O ([1-{(2-Amino-ethyl)-[(2-methyl-2-phenyl-propylcarbamoyl)-methyl]-carbamoyl}-2-(3H-imidazol-4-yl)-ethyl]-carbamic acid benzyl ester). Yield: 45.0%. RXN SMILES: [CH2:1]([O:8][C:9](=[O:64])[NH:10][C@H:11]([C:37](=[O:63])[N:38]([CH2:53][CH2:54][NH:55]C(OC(C)(C)C)=O)[CH2:39][C:40](=[O:52])[NH:41][CH2:42][C:43]([CH3:51])([C:45]1[CH:50]=[CH:49][CH:48]=[CH:47][CH:46]=1)[CH3:44])[CH2:12][C:13]1[N:14]=[CH:15][N:16](C(C2C=CC=CC=2)(C2C=CC=CC=2)C2C=CC=CC=2)[CH:17]=1)[C:2]1[CH:7]=[CH:6][CH:5]=[CH:4][CH:3]=1.FC(F)(F)C(O)=O>>[CH2:1]([O:8][C:9](=[O:64])[NH:10][CH:11]([C:37](=[O:63])[N:38]([CH2:53][CH2:54][NH2:55])[CH2:39][C:40](=[O:52])[NH:41][CH2:42][C:43]([CH3:44])([C:45]1[CH:50]=[CH:49][CH:48]=[CH:47][CH:46]=1)[CH3:51])[CH2:12][C:13]1[NH:14][CH:15]=[N:16][CH:17]=1)[C:2]1[CH:7]=[CH:6][CH:5]=[CH:4][CH:3]=1. Procedure: The compound from Step 4 (1.09 g, 1.26 mmol) was treated with 95% aqueous trifluoroacetic acid (50 mL) for 1 hour at room temperature. The solvent was reduced to a few milliliters, and pipetted into 200 mL of ether/hexanes. The product was allowed to precipitate overnight at −40° C. The solid was collected, rinsed and dried. Purification was carried out via reversed-phase HPLC (0.1% trifluoroacetic acid in acetonitrile and 0.1% aqueous trifluoroacetic acid as eluent; C-18 column) to give a white... The reactants are [BH4-], CC(C)(C)OC(=O)NC(CCCN)C(=O)OC(C)(C)C, CO, [Na+], O=C1CCCc2cccnc21. Yields the product CC(C)(C)OC(=O)NC(CCCNC1CCCc2cccnc21)C(=O)OC(C)(C)C. RXN SMILES: [BH4-:32].[C:1]([CH3:2])([CH3:3])([CH3:4])[O:5][C:6]([CH:7]([CH2:8][CH2:9][CH2:10][NH2:11])[NH:12][C:13](=[O:14])[O:15][C:16]([CH3:17])([CH3:18])[CH3:19])=[O:20].[CH3:34][OH:35].[Na+:33].[n:21]1[cH:22][cH:23][cH:24][c:25]2[c:30]1[C:29](=[O:31])[CH2:28][CH2:27][CH2:26]2>>[C:1]([CH3:2])([CH3:3])([CH3:4])[O:5][C:6]([CH:7]([CH2:8][CH2:9][CH2:10][NH:11][CH:29]1[CH2:28][CH2:27][CH2:26][c:25]2[cH:24][cH:23][cH:22][n:21][c:30]21)[NH:12][C:13](=[O:14])[O:15][C:16]([CH3:17])([CH3:18])[CH3:19])=[O:20]. Reactants: ice water, C1CN2CCN1CC2 (DABCO), C(C)OC(=O)C=1C(NC2=NC=CC=C2C1Cl)=O (4-Chloro-2-oxo-1,2-dihydro-[1,8]-naphthyridine-3-carboxylic acid ethyl ester), N1(CCNCC1)C(=O)C=1SC=CC1 (piperazine-1-yl-thiophene-2-yl-methanone). Solvent: CC(=O)N(C)C (dimethylacetamide). Run at temperature 110 celsius. Yields the product C(C)OC(=O)C=1C(NC2=NC=CC=C2C1N1CCN(CC1)C(=O)C=1SC=CC1)=O (2-Oxo-4-[4-(thiophene-2-carbonyl)-piperazin-1-yl]-1,2-dihydro-[1,8]-naphthyridine-3-carboxylic acid ethyl ester). Isolated yield 39.6%. Reaction SMILES: C1N2CCN(CC2)C1.[CH2:9]([O:11][C:12]([C:14]1[C:15](=[O:25])[NH:16][C:17]2[C:22]([C:23]=1Cl)=[CH:21][CH:20]=[CH:19][N:18]=2)=[O:13])[CH3:10].[N:26]1([C:32]([C:34]2[S:35][CH:36]=[CH:37][CH:38]=2)=[O:33])[CH2:31][CH2:30][NH:29][CH2:28][CH2:27]1>CC(N(C)C)=O>[CH2:9]([O:11][C:12]([C:14]1[C:15](=[O:25])[NH:16][C:17]2[C:22]([C:23]=1[N:29]1[CH2:30][CH2:31][N:26]([C:32]([C:34]3[S:35][CH:36]=[CH:37][CH:38]=3)=[O:33])[CH2:27][CH2:28]1)=[CH:21][CH:20]=[CH:19][N:18]=2)=[O:13])[CH3:10]. Procedure details: DABCO (0.57 g, 5.14 mmol) was added to a solution of 4-chloro-2-oxo-1,2-dihydro-[1,8]-naphthyridine-3-carboxylic acid ethyl ester (15) (0.65 g, 2.57 mmol) and piperazine-1-yl-thiophene-2-yl-methanone (0.60 g, 3.08 mmol) in dimethylacetamide at room temperature. The solution was heated overnight at 110° C. The solution was cooled and poured into ice water. The solids formed were filtered, washed by water, and dried to yield 420 mg (39%) of 2-oxo-4-[4-(thiophene-2-carbonyl)-piperazin-1-yl]-1,2-dih...